From a dataset of the Open Reaction Database (ORD), a public repository of structured organic reaction records. describe an organic reaction: reactants, conditions, products, and yield Reported procedure: By carrying out the procedure in the same manner as for the synthesis of the compound of Example 1, but replacing O-[(7-methoxynaphth-1-yl)methyl]hydroxylamine with O-[(5-methoxybenzofuran-3-yl)methyl]hydroxylamine (preparation 9), the title compound is obtained. The product is COC=1C=CC2=C(C(=CO2)CONC(C)=O)C1 (O-[(5-Methoxybenzofuran-3-yl)Methyl]-N-Acetyl-Hydroxylamine). Reactants: COC1=CC=C2C=CC=C(C2=C1)CONC(C)=O (O-[(7-Methoxynaphth-1-yl)Methyl]-N-Acetylhydroxylamine), COC=1C=CC2=C(C(=CO2)CON)C1 (O-[(5-methoxybenzofuran-3-yl)methyl]hydroxylamine). RXN SMILES: [CH3:1][O:2][C:3]1[CH:12]=[C:11]2[C:6](C=C[CH:9]=[C:10]2[CH2:13][O:14][NH:15][C:16](=[O:18])[CH3:17])=[CH:5][CH:4]=1.C[O:20]C1C=CC2OC=C(CON)C=2C=1>>[CH3:1][O:2][C:3]1[CH:4]=[CH:5][C:6]2[O:20][CH:9]=[C:10]([CH2:13][O:14][NH:15][C:16](=[O:18])[CH3:17])[C:11]=2[CH:12]=1. Reactants: C1(CC1)C1=CC=NC=C1 (4-cyclopropyl-pyridine), CN(C1=CC=CC=C1)C (N,N-dimethylaniline), NaNH2. Run in C1(=CC=CC=C1)C (toluene), O (water), C(C)(=O)OCC (ethyl acetate). The product is C1(CC1)C1=CC(=NC=C1)N (4-Cyclopropyl-pyridin-2-ylamine). The yield is 12.0%. As a reaction SMILES: [CH:1]1([C:4]2[CH:9]=[CH:8][N:7]=[CH:6][CH:5]=2)[CH2:3][CH2:2]1.C[N:11](C)C1C=CC=CC=1>C1(C)C=CC=CC=1.O.C(OCC)(=O)C>[CH:1]1([C:4]2[CH:9]=[CH:8][N:7]=[C:6]([NH2:11])[CH:5]=2)[CH2:3][CH2:2]1. Procedure: Reflux 4-cyclopropyl-pyridine (600 mg, 5 mmol), N,N-dimethylaniline (1.4 mL, 11 mmol) and NaNH2 (50% in toluene, 468 mg, 6 mmol) at 150-160° C. under nitrogen in toluene for overnight. Cool the mixture and dilute with water and ethyl acetate. Extract the organic layer by minimal amount of water. Dry the organic layer (combination of anhydrous MgSO4, Na2SO4 and K2CO3), concentrate and purify by silica gel column chromatography to obtain the title compound in 12% yield. LCMS (ES), m/z 135 (M+1). Starting materials: CCC(Oc1ccc(-c2noc3ccccc23)c(C)c1C)C(=O)[O-], CCO, [Na+], [OH-]. The product is Cc1c(OCC(=O)O)ccc(-c2noc3ccccc23)c1C. Reaction SMILES: [CH2:1]([CH3:2])[CH:3]([C:4](=[O:5])[O-:6])[O:7][c:8]1[c:9]([CH3:24])[c:10]([CH3:23])[c:11](-[c:14]2[n:15][o:16][c:17]3[c:18]2[cH:19][cH:20][cH:21][cH:22]3)[cH:12][cH:13]1.[CH3:27][CH2:28][OH:29].[Na+:26].[OH-:25]>>[CH2:3]([C:4](=[O:5])[OH:6])[O:7][c:8]1[c:9]([CH3:24])[c:10]([CH3:23])[c:11](-[c:14]2[n:15][o:16][c:17]3[c:18]2[cH:19][cH:20][cH:21][cH:22]3)[cH:12][cH:13]1. Starting materials: CON(C(=O)C=1SC(=C2C1CCC(C2)(C)C)C(F)(F)F)C (5,5-dimethyl-3-trifluoromethyl-4,5,6,7-tetrahydro-benzo[c]thiophene-1-carboxylic acid methoxy-methyl-amide), C[Li] (methyl lithium), Cl (HCl). The solvent is C(C)OCC (diethyl ether). Run at time 15 minute. The product is CC1(CC=2C(=C(SC2C(F)(F)F)C(C)=O)CC1)C (1-(5,5-dimethyl-3-trifluoromethyl-4,5,6,7-tetrahydro-benzo[c]thiophen-1-yl)-ethanone). Reaction SMILES: CON(C)[C:4]([C:6]1[S:7][C:8]([C:17]([F:20])([F:19])[F:18])=[C:9]2[CH2:14][C:13]([CH3:16])([CH3:15])[CH2:12][CH2:11][C:10]=12)=[O:5].[CH3:22][Li].Cl>C(OCC)C>[CH3:15][C:13]1([CH3:16])[CH2:12][CH2:11][C:10]2=[C:6]([C:4](=[O:5])[CH3:22])[S:7][C:8]([C:17]([F:20])([F:19])[F:18])=[C:9]2[CH2:14]1. Reported procedure: A solution of 5,5-dimethyl-3-trifluoromethyl-4,5,6,7-tetrahydro-benzo[c]thiophene-1-carboxylic acid methoxy-methyl-amide (14 g, 44 mmol) in diethyl ether (400 mL) is treated at it with methyl lithium (80 mL, 1.6 M in diethyl ether). Upon complete addition, the mixture is stirred at it for 15 min before it is poured onto water/ice and neutralized with aq. HCl. The ether phase is separated and the aq. phase is extracted two more times with diethyl ether (2×100 mL). The organic extracts are washed ... The product is CCn1nccc1Nc1ccc([N+](=O)[O-])cc1C(=O)O. The reactants are CC(=O)O, O=C(O)c1cc([N+](=O)[O-])ccc1Cl, [K+], [K+], CCn1nccc1N, O=C([O-])[O-], CN(C)C=O. RXN SMILES: [CH3:33][C:34](=[O:35])[OH:36].[Cl:1][c:2]1[c:3]([C:4](=[O:5])[OH:6])[cH:7][c:8]([N+:11](=[O:12])[O-:13])[cH:9][cH:10]1.[K+:27].[K+:28].[NH2:14][c:15]1[cH:16][cH:17][n:18][n:19]1[CH2:20][CH3:21].[O-:29][C:30]([O-:31])=[O:32].[O:22]=[CH:23][N:24]([CH3:25])[CH3:26]>>[c:2]1([NH:14][c:15]2[cH:16][cH:17][n:18][n:19]2[CH2:20][CH3:21])[c:3]([C:4](=[O:5])[OH:6])[cH:7][c:8]([N+:11](=[O:12])[O-:13])[cH:9][cH:10]1.